This data is from the Open Reaction Database (ORD), a public repository of structured organic reaction records. The task is: describe an organic reaction: reactants, conditions, products, and yield Reactants: C1SCC(C2=CC=CC=C12)=O (isothiochroman-4-one), F[B-](F)(F)F.C(C)[O+](CC)CC (triethyloxonium tetrafluoroborate), compound B2. The product is F[B-](F)(F)F.C(C)[S+]1CC2=CC=CC=C2C(C1)=O (2-Ethyl-4-oxoisothiochromanium tetrafluoroborate). Reaction SMILES: [CH2:1]1[C:10]2[C:5](=[CH:6][CH:7]=[CH:8][CH:9]=2)[C:4](=[O:11])[CH2:3][S:2]1.[F:12][B-:13]([F:16])([F:15])[F:14].[CH2:17]([O+](CC)CC)[CH3:18]>>[F:12][B-:13]([F:16])([F:15])[F:14].[CH2:17]([S+:2]1[CH2:3][C:4](=[O:11])[C:5]2[C:10](=[CH:9][CH:8]=[CH:7][CH:6]=2)[CH2:1]1)[CH3:18] |f:1.2,3.4|. Reported procedure: 1.642 g (10 mmol) isothiochroman-4-one (J. Am. Chem. Soc. 1973, 95, 2923) was alkylated with triethyloxonium tetrafluoroborate (10 mmol, 1M in methylene chloride) according to the method described for compound B2. Recrystallization in ethanol gave 1.26 g (50%) of D1 as white crystals; mp=89.6° C. 1H-NMR (acetone-d6) δ 7.65-8.14 (4 H, m, Ar--H), 5.23 (1 H, d, J=16.1 Hz, --CHH--C(O)--), 5.03 (1 H, d, J=16.1 Hz, --CHH--C(O)--), 4.80 (1 H, d, J=17.2 Hz, --CHH--Ar), 4.55 (1 H, dd, J=2.0 and 17.2 Hz, ... The yield is 45.0%. Starting materials: ClC(Cl)(Cl)Cl, [Li]CCCC, CCOP(=O)(Cc1ccc(Cl)cc1)OCC, CCOC(=O)C1C(C=O)C1(C)C, CCCCCC, C1CCOC1, O. Yields the product CCOC(=O)C1C(C=C(Cl)c2ccc(Cl)cc2)C1(C)C. Reaction SMILES: [C:22]([Cl:23])([Cl:24])([Cl:25])[Cl:26].[CH2:17]([Li:18])[CH2:19][CH2:20][CH3:21].[CH2:1]([O:2][P:3](=[O:4])([O:5][CH2:6][CH3:7])[CH2:9][c:10]1[cH:11][cH:12][c:13]([Cl:16])[cH:14][cH:15]1)[CH3:8].[CH2:27]([CH3:28])[O:29][C:30](=[O:31])[CH:32]1[C:33]([CH3:37])([CH3:38])[CH:34]1[CH:35]=[O:36].[CH3:44][CH2:45][CH2:46][CH2:47][CH2:48][CH3:49].[O:39]1[CH2:40][CH2:41][CH2:42][CH2:43]1.[OH2:50]>>[C:9]([c:10]1[cH:11][cH:12][c:13]([Cl:16])[cH:14][cH:15]1)([Cl:23])=[CH:35][CH:34]1[CH:32]([C:30]([O:29][CH2:27][CH3:28])=[O:31])[C:33]1([CH3:37])[CH3:38]. The reactants are C(C)(C)(C)OP(=O)(OC(C)(C)C)[O-].C(CCC)[N+](CCCC)(CCCC)CCCC (tetrabutylammonium di-tert-butylphosphate), NC1=NC2=CC=C(C=C2C(=N1)C(=O)N1CC2=CC=CC=C2C1)C1=C(C=C(C(=C1)F)F)CCl ([2-amino-6-(2-chloromethyl-4,5-difluorophenyl)quinazolin-4-yl]-(1,3-dihydroisoindol-2-yl)methanone). Run in C(C)#N (acetonitrile). Reaction conditions: temperature 80 celsius. The product is P(=O)(OCC1=C(C=C(C(=C1)F)F)C=1C=C2C(=NC(=NC2=CC1)N)C(=O)N1CC2=CC=CC=C2C1)(OC(C)(C)C)OC(C)(C)C ([2-[2-Amino-4-(isoindoline-2-carbonyl)quinazolin-6-yl]-4,5-difluorophenyl]methyl di-tert-butyl phosphate). RXN SMILES: [C:1]([O:5][P:6]([O-:13])([O:8][C:9]([CH3:12])([CH3:11])[CH3:10])=[O:7])([CH3:4])([CH3:3])[CH3:2].C([N+](CCCC)(CCCC)CCCC)CCC.[NH2:31][C:32]1[N:41]=[C:40]([C:42]([N:44]2[CH2:52][C:51]3[C:46](=[CH:47][CH:48]=[CH:49][CH:50]=3)[CH2:45]2)=[O:43])[C:39]2[C:34](=[CH:35][CH:36]=[C:37]([C:53]3[CH:58]=[C:57]([F:59])[C:56]([F:60])=[CH:55][C:54]=3[CH2:61]Cl)[CH:38]=2)[N:33]=1>C(#N)C>[P:6]([O:5][C:1]([CH3:4])([CH3:3])[CH3:2])([O:8][C:9]([CH3:12])([CH3:11])[CH3:10])([O:13][CH2:61][C:54]1[CH:55]=[C:56]([F:60])[C:57]([F:59])=[CH:58][C:53]=1[C:37]1[CH:38]=[C:39]2[C:34](=[CH:35][CH:36]=1)[N:33]=[C:32]([NH2:31])[N:41]=[C:40]2[C:42]([N:44]1[CH2:45][C:46]2[C:51](=[CH:50][CH:49]=[CH:48][CH:47]=2)[CH2:52]1)=[O:43])=[O:7] |f:0.1|. Reported procedure: 800 mg of tetrabutylammonium di-tert-butylphosphate are added to 270 mg of [2-amino-6-(2-chloromethyl-4,5-difluorophenyl)quinazolin-4-yl]-(1,3-dihydroisoindol-2-yl)methanone dissolved in 20 ml of acetonitrile, and the solution obtained is heated at 80° C. for 2 h. After cooling to 25° C., undissolved material is filtered off, and the filtrate is evaporated to dryness in vacuo. The residue is dissolved in 1 ml of dimethyl sulfoxide and purified by chromatography (reversed phase). Starting materials: ( A ), ( A ), two, C(=O)C1=CN(C=CC1C)C(=O)OC1=CC=CC=C1 (3-Formyl-4-methyl-1-(phenoxycarbonyl)-1,4-dihydropyridine), CN(C)C=O (DMF), P(=O)(Cl)(Cl)Cl (Phosphorus oxychloride), CN(C)C=O.P(=O)(Cl)(Cl)Cl (DMF Phosphorus oxychloride). Solvent: ClCCl (dichloromethane), ClCCl (dichloromethane), ClCCl (dichloromethane). Conditions: time 30 minute. Yields the product CC1C=CN(C=C1)C(=O)OC1=CC=CC=C1 (4-Methyl-1-(phenoxycarbonyl)-1,4-dihydropyridine). As a reaction SMILES: C([C:3]1[CH:8]([CH3:9])[CH:7]=[CH:6][N:5]([C:10]([O:12][C:13]2[CH:18]=[CH:17][CH:16]=[CH:15][CH:14]=2)=[O:11])[CH:4]=1)=O.CN(C=O)C.P(Cl)(Cl)(Cl)=O.CN(C=O)C.P(Cl)(Cl)(Cl)=O>ClCCl>[CH3:9][CH:8]1[CH:7]=[CH:6][N:5]([C:10]([O:12][C:13]2[CH:18]=[CH:17][CH:16]=[CH:15][CH:14]=2)=[O:11])[CH:4]=[CH:3]1 |f:3.4|. Procedure: In a dry 500 ml three neck flask under nitrogen, a solution of cuprous iodide (0.28 g, 1.5 mmol) and dimethyl sulfide (8 ml) in 30 ml of dry THF was stirred at room temperature for 10 minutes. Pyridine (2.43 ml, 30 mmol) in 120 ml of dry THF was added to the reaction, then cooled to -25° C. Phenylchloroformate (3.9 ml, 30 mmol) in 10 ml dry THF was added to the reaction via an addition funnel (a thick brown precipitate formed immediately upon addition). The mixture was stirred for 15 minutes. Me... Starting materials: Cl (HCl), ClC1=CC=C2C(=C1)NC(C21C(NC(CC1C1=C(C=CC(=C1)Cl)OC(C)(C)C(=O)OC)=O)C1=C(C(=CC=C1C)F)F)=O (racemic (2′R,3S,4′R)-6-chloro-4′-[5-chloro-2-(1-methoxycarbonyl-1-methyl-ethoxy)-phenyl]-2′-(2,3-difluoro-6-methyl-phenyl)spiro[3H-indole-3,3′-piperidine]-2,6′(1H)-dione), [OH-].[Na+] (NaOH), O (H2O). Run in CO (methanol). Run at temperature 80 celsius. Product: ClC1=CC=C2C(=C1)NC(C21C(NC(CC1C1=C(C=CC(=C1)Cl)OC(C)(C)C(=O)O)=O)C1=C(C(=CC=C1C)F)F)=O (racemic (2′R,3S,4′R)-6-chloro-4′-[5-chloro-2-(1-hydroxycarbonyl-1-methyl-ethoxy)-phenyl]-2′-(2,3-difluoro-6-methyl-phenyl)spiro[3H-indole-3,3′-piperidine]-2,6′(1H)-dione). The yield is 9.4%. As a reaction SMILES: [Cl:1][C:2]1[CH:7]=[C:6]2[NH:8][C:9](=[O:41])[C:10]3([CH:15]([C:16]4[CH:21]=[C:20]([Cl:22])[CH:19]=[CH:18][C:17]=4[O:23][C:24]([C:27]([O:29]C)=[O:28])([CH3:26])[CH3:25])[CH2:14][C:13](=[O:31])[NH:12][CH:11]3[C:32]3[C:37]([CH3:38])=[CH:36][CH:35]=[C:34]([F:39])[C:33]=3[F:40])[C:5]2=[CH:4][CH:3]=1.[OH-].[Na+].O.Cl>CO>[Cl:1][C:2]1[CH:7]=[C:6]2[NH:8][C:9](=[O:41])[C:10]3([CH:15]([C:16]4[CH:21]=[C:20]([Cl:22])[CH:19]=[CH:18][C:17]=4[O:23][C:24]([C:27]([OH:29])=[O:28])([CH3:25])[CH3:26])[CH2:14][C:13](=[O:31])[NH:12][CH:11]3[C:32]3[C:37]([CH3:38])=[CH:36][CH:35]=[C:34]([F:39])[C:33]=3[F:40])[C:5]2=[CH:4][CH:3]=1 |f:1.2|. Procedure details: A mixture of racemic (2′R,3S,4′R)-6-chloro-4′-[5-chloro-2-(1-methoxycarbonyl-1-methyl-ethoxy)-phenyl]-2′-(2,3-difluoro-6-methyl-phenyl)spiro[3H-indole-3,3′-piperidine]-2,6′(1H)-dione (110 mg, 0.18 mmol), NaOH (15 mg, 0.375 mmol), H2O (2 mL) and methanol (5 mL) was heated at 80° C. for 2 h. After cooled to room temperature, the solution was acidified to “pH” 1-2 by addition of concentrated aqueous HCl solution. The aqueous phase was extracted with EtOAc. The organic layer was separated, washed wi...